Dataset: the Open Reaction Database (ORD), a public repository of structured organic reaction records. Task: describe an organic reaction: reactants, conditions, products, and yield Reactants: CC1=CC=C(C(C2=CC=C(C=C2)C)O)C=C1 (4,4'-dimethylbenzhydrol), N1C(=CC2=CC=CC=C12)C(=O)OCC (ethyl indole-2-carboxylate). Product: CC1=CC=C(C=C1)C(C1=C(NC2=CC=CC=C12)C(=O)OCC)C1=CC=C(C=C1)C (Ethyl 3-[bis(4-methylphenyl)methyl]indole-2-carboxylate). The yield is 97.6%. As a reaction SMILES: [CH3:1][C:2]1[CH:16]=[CH:15][C:5]([CH:6](O)[C:7]2[CH:12]=[CH:11][C:10]([CH3:13])=[CH:9][CH:8]=2)=[CH:4][CH:3]=1.[NH:17]1[C:25]2[C:20](=[CH:21][CH:22]=[CH:23][CH:24]=2)[CH:19]=[C:18]1[C:26]([O:28][CH2:29][CH3:30])=[O:27]>>[CH3:1][C:2]1[CH:16]=[CH:15][C:5]([CH:6]([C:7]2[CH:12]=[CH:11][C:10]([CH3:13])=[CH:9][CH:8]=2)[C:19]2[C:20]3[C:25](=[CH:24][CH:23]=[CH:22][CH:21]=3)[NH:17][C:18]=2[C:26]([O:28][CH2:29][CH3:30])=[O:27])=[CH:4][CH:3]=1. Reported procedure: Substantially the same procedure as in Reference Example 4 was repeated using 4,4'-dimethylbenzhydrol (11.8 g, 55.5 mmol) and ethyl indole-2-carboxylate (10.0 g, 52.9 mmol) to give 19.8 g (yield: 97%) of the title compound. Reactants: C(C)(C)[Si](OCCCN1[C@@H](CCC1)C1=NN=C2N1C=C(C=C2)O[C@@H]2CC[C@@H](C1=CC=CC=C21)N)(C(C)C)C(C)C ((1S,4R)-4-{3-[(S)-1-(3-Triisopropylsilanyloxy-propyl)-pyrrolidin-2-yl]-[1,2,4]triazolo[4,3-a]pyridin-6-yloxy}-1,2,3,4-tetrahydro-naphthalen-1-yl amine), CCN(C(C)C)C(C)C (DIPEA), ClC(COC(NC=1N(N=C(C1)C(C)(C)C)C1=CC=C(C=C1)C)=O)(Cl)Cl ((5-tert-butyl-2-p-tolyl-2H-pyrazol-3-yl)-carbamic acid 2,2,2-trichloro-ethyl ester), ClC(COC(NC=1N(N=C(C1)C(C)(C)C)C1=CC=C(C=C1)C)=O)(Cl)Cl ((5-tert-butyl-2-p-tolyl-2H-pyrazol-3-yl)-carbamic acid 2,2,2-trichloro-ethyl ester). Solvent: O1CCOCC1 (1,4-dioxane). Run at temperature 60 celsius, time 8 hour. Yields the product C(C)(C)(C)C=1C=C(N(N1)C1=CC=C(C=C1)C)NC(=O)N[C@H]1CC[C@H](C2=CC=CC=C12)OC=1C=CC=2N(C1)C(=NN2)[C@H]2N(CCC2)CCCO (1-(5-tert-Butyl-2-p-tolyl-2H-pyrazol-3-yl)-3-((1S,4R)-4-{3-[(S)-1-(3-hydroxy-propyl)-pyrrolidin-2-yl]-[1,2,4]triazolo[4,3-a]pyridin-6-yloxy}-1,2,3,4-tetrahydro-naphthalen-1-yl)-urea). Isolated yield 34.0%. RXN SMILES: C([Si](C(C)C)(C(C)C)[O:5][CH2:6][CH2:7][CH2:8][N:9]1[CH2:13][CH2:12][CH2:11][C@H:10]1[C:14]1[N:18]2[CH:19]=[C:20]([O:23][C@H:24]3[C:33]4[C:28](=[CH:29][CH:30]=[CH:31][CH:32]=4)[C@@H:27]([NH2:34])[CH2:26][CH2:25]3)[CH:21]=[CH:22][C:17]2=[N:16][N:15]=1)(C)C.CCN(C(C)C)C(C)C.ClC(Cl)(Cl)C[O:53][C:54](=O)[NH:55][C:56]1[N:57]([C:65]2[CH:70]=[CH:69][C:68]([CH3:71])=[CH:67][CH:66]=2)[N:58]=[C:59]([C:61]([CH3:64])([CH3:63])[CH3:62])[CH:60]=1>O1CCOCC1>[C:61]([C:59]1[CH:60]=[C:56]([NH:55][C:54]([NH:34][C@@H:27]2[C:28]3[C:33](=[CH:32][CH:31]=[CH:30][CH:29]=3)[C@H:24]([O:23][C:20]3[CH:21]=[CH:22][C:17]4[N:18]([C:14]([C@@H:10]5[CH2:11][CH2:12][CH2:13][N:9]5[CH2:8][CH2:7][CH2:6][OH:5])=[N:15][N:16]=4)[CH:19]=3)[CH2:25][CH2:26]2)=[O:53])[N:57]([C:65]2[CH:70]=[CH:69][C:68]([CH3:71])=[CH:67][CH:66]=2)[N:58]=1)([CH3:64])([CH3:62])[CH3:63]. Procedure: To a solution of Intermediate 84g (140 mg, 0.25 mmol) in 1,4-dioxane (3.00 mL) was added DIPEA (86.0 μL, 0.50 mmol) and (5-tert-butyl-2-p-tolyl-2H-pyrazol-3-yl)-carbamic acid 2,2,2-trichloro-ethyl ester (Synthetic Communications, 2009, 39, 3999-4009, which is incorporated herein by reference in its entirety; 100 mg, 0.25 mmol). The reaction was heated to 60° C. overnight then further (5-tert-butyl-2-p-tolyl-2H-pyrazol-3-yl)-carbamic acid 2,2,2-trichloro-ethyl ester (50.0 mg, 0.12 mmol) was added...